Dataset: the Open Reaction Database (ORD), a public repository of structured organic reaction records. Task: describe an organic reaction: reactants, conditions, products, and yield Reactants: Formula 106, C(C1=CC=CC=C1)N1C(=NC2=C(C1=O)C=CC=N2)C(C(C)C)Br (3-benzyl-2-(1-bromo-2-methyl-propyl)-3-H-pyrido[2,3-d]pyrimidin-4-one), [N-]=[N+]=[N-].[Na+] (NaN3), CN(C)C=O (DMF). Reaction conditions: time 8 hour. The product is NCCCN(C(C1=CC=C(C=C1)C)=O)C(C(C)C)C=1N(C(C2=C(N1)N=CC=C2)=O)CC2=CC=CC=C2 (N-(3-amino-propyl)-N-[1-(3-benzyl-4-oxo-3,4-dihydro-pyrido[2,3-d]pyrimidin-2-yl)-2-methyl-propyl]-4-methyl-benzamide), N(=[N+]=[N-])C(C(C)C)C=1N(C(C2=C(N1)N=CC=C2)=O)CC2=CC=CC=C2 (2-(1-azido-2-methyl-propyl)-3-benzyl-3-H-pyrido[2,3-d]pyrimidin-4-one). RXN SMILES: [CH2:1]([N:8]1[C:13](=[O:14])[C:12]2[CH:15]=[CH:16][CH:17]=[N:18][C:11]=2[N:10]=[C:9]1[CH:19](Br)[CH:20]([CH3:22])[CH3:21])[C:2]1[CH:7]=[CH:6][CH:5]=[CH:4][CH:3]=1.[N-:24]=[N+:25]=[N-:26].[Na+].[CH3:28][N:29]([CH:31]=[O:32])C>>[NH2:8][CH2:9][CH2:19][CH2:28][N:29]([CH:19]([C:9]1[N:8]([CH2:1][C:2]2[CH:7]=[CH:6][CH:5]=[CH:4][CH:3]=2)[C:13](=[O:14])[C:12]2[CH:15]=[CH:16][CH:17]=[N:18][C:11]=2[N:10]=1)[CH:20]([CH3:22])[CH3:21])[C:31](=[O:32])[C:5]1[CH:6]=[CH:7][C:2]([CH3:1])=[CH:3][CH:4]=1.[N:24]([CH:19]([C:9]1[N:8]([CH2:1][C:2]2[CH:7]=[CH:6][CH:5]=[CH:4][CH:3]=2)[C:13](=[O:14])[C:12]2[CH:15]=[CH:16][CH:17]=[N:18][C:11]=2[N:10]=1)[CH:20]([CH3:22])[CH3:21])=[N+:25]=[N-:26] |f:1.2|. Procedure details: Preparation of Formula 106 where R1 to R3 are H; R5 is Benzyl; R6 is i-Propyl; R6′ is H; W, X and Y are —C═; and Z is —N═: A mixture of 3-benzyl-2-(1-bromo-2-methyl-propyl)-3-H-pyrido[2,3-d]pyrimidin-4-one (9.603 mmol), NaN3 (1.25 g, 19.206 mmol) and DMF (25 mL) was stirred at 60 C overnight and concentrated under the reduced pressure. The residue was dissolved in dichloromethane, washed with water and brine, dried (Na2SO4) and concentrated. The desired product, 2-(1-azido-2-methyl-propyl)-3-ben... Starting materials: O=C([O-])[O-], CS(C)=O, COc1ccc(CC2NCCCC2=C(C)C)cc1, Cl, O=[N+]([O-])c1ccc(F)cc1, [K+], [K+], O. Product: COc1ccc(CC2C(=C(C)C)CCCN2c2ccc([N+](=O)[O-])cc2)cc1. As a reaction SMILES: [C:20](=[O:21])([O-:22])[O-:23].[CH3:26][S:27](=[O:28])[CH3:29].[CH3:2][O:3][c:4]1[cH:5][cH:6][c:7]([CH2:8][CH:9]2[NH:10][CH2:11][CH2:12][CH2:13][C:14]2=[C:15]([CH3:16])[CH3:17])[cH:18][cH:19]1.[ClH:1].[F:30][c:31]1[cH:32][cH:33][c:34]([N+:37](=[O:38])[O-:39])[cH:35][cH:36]1.[K+:24].[K+:25].[OH2:40]>>[CH3:2][O:3][c:4]1[cH:5][cH:6][c:7]([CH2:8][CH:9]2[N:10]([c:31]3[cH:32][cH:33][c:34]([N+:37](=[O:38])[O-:39])[cH:35][cH:36]3)[CH2:11][CH2:12][CH2:13][C:14]2=[C:15]([CH3:16])[CH3:17])[cH:18][cH:19]1. Starting materials: CCOC(=O)c1cc2cc(Cl)c(O)c([N+](=O)[O-])c2oc1=O, CCOC(=O)c1cc2ccc(OC)c(OC)c2oc1=O. Product: CCOC(=O)c1cc2cc([N+](=O)[O-])c(OC)c(OC)c2oc1=O. Reaction SMILES: [CH2:1]([O:2][C:3]([c:4]1[c:5](=[O:6])[o:7][c:8]2[c:9]([cH:10]1)[cH:11][c:12]([Cl:13])[c:14]([OH:15])[c:16]2[N+:18](=[O:19])[O-:20])=[O:17])[CH3:21].[CH2:22]([CH3:23])[O:24][C:25](=[O:26])[c:27]1[c:28](=[O:41])[o:29][c:30]2[c:31]([O:39][CH3:40])[c:32]([O:37][CH3:38])[cH:33][cH:34][c:35]2[cH:36]1>>[N+:18](=[O:19])([O-:20])[c:33]1[c:32]([O:37][CH3:38])[c:31]([O:39][CH3:40])[c:30]2[o:29][c:28](=[O:41])[c:27]([C:25]([O:24][CH2:22][CH3:23])=[O:26])[cH:36][c:35]2[cH:34]1. Reactants: NC=1C(=CC(=C(NC(C)=O)C1)Cl)F (5′ -amino-2′-chloro-4′-fluoroacetanilide), CN(C=1OC(C=C(N1)C(F)(F)F)=O)C (2-dimethylamino-4-(trifluoromethyl)-6H-1,3-oxazin-6-one). Run in C(C)(=O)O (acetic acid), O (water). Product: ClC1=C(NC(C)=O)C=C(C(=C1)F)N1C(NC(=CC1=O)C(F)(F)F)=O (2′-Chloro-5′-[3,6-dihydro-2,6-dioxo-4-(trifluoromethyl)-1(2H)-pyrimidinyl]-4′-fluoroacetanilide). Isolated yield 78.1%. RXN SMILES: [NH2:1][C:2]1[C:3]([F:13])=[CH:4][C:5]([Cl:12])=[C:6]([CH:11]=1)[NH:7][C:8](=[O:10])[CH3:9].CN(C)[C:16]1[O:17][C:18](=[O:26])[CH:19]=[C:20]([C:22]([F:25])([F:24])[F:23])[N:21]=1>C(O)(=O)C.O>[Cl:12][C:5]1[CH:4]=[C:3]([F:13])[C:2]([N:1]2[C:18](=[O:26])[CH:19]=[C:20]([C:22]([F:25])([F:24])[F:23])[NH:21][C:16]2=[O:17])=[CH:11][C:6]=1[NH:7][C:8](=[O:10])[CH3:9]. Reported procedure: A mixture of 5′ -amino-2′-chloro-4′-fluoroacetanilide (1.0 g, 4.9 mmol) and 2-dimethylamino-4-(trifluoromethyl)-6H-1,3-oxazin-6-one (1.0 g, 4.9 mmol) in acetic acid is refluxed for 90 minutes and diluted with water. The resultant aqueous mixture is filtered to obtain the title product as an off-white solid (1.4 g, mp 264-266° C.) which is identified by 1H, 13C and 9F NMR spectral analyses. Starting materials: NCCCCO (4-amino-1-butanol), ClC=1SC2=C(N1)C=CC(=C2)[N+](=O)[O-] (2-chloro-6-nitro-benzothiazol), C(C)(C)N(CC)C(C)C (diisopropyl-ethylamine), N.CO (ammonia methanol). The solvent is CN(C)C=O (DMF), O (water), C(Cl)Cl (CH2Cl2). Conditions: temperature 100 celsius. Product: [N+](=O)([O-])C1=CC2=C(N=C(S2)NCCCCO)C=C1 (4-(6-Nitro-benzothiazol-2-ylamino)-butan-1-ol). Yield: 18.0%. As a reaction SMILES: [NH2:1][CH2:2][CH2:3][CH2:4][CH2:5][OH:6].Cl[C:8]1[S:9][C:10]2[CH:16]=[C:15]([N+:17]([O-:19])=[O:18])[CH:14]=[CH:13][C:11]=2[N:12]=1.C(N(C(C)C)CC)(C)C.N.CO>O.C(Cl)Cl.CN(C=O)C>[N+:17]([C:15]1[CH:14]=[CH:13][C:11]2[N:12]=[C:8]([NH:1][CH2:2][CH2:3][CH2:4][CH2:5][OH:6])[S:9][C:10]=2[CH:16]=1)([O-:19])=[O:18] |f:3.4|. Procedure details: In an oven fried vial charged with 4-amino-1-butanol (172 μl, 2 eq.), 2-chloro-6-nitro-benzothiazol (200 mg, 0.93 mmol) and diisopropyl-ethylamine (1 mL) was added DMF (5 mL). The dark brown mixture was heated at 100° C. for 2 hours. After cooling, the mixture was diluted with 20 mL of water and extracted with ethyl-acetate (50 mL). The ethyl acetate layer was washed with brine, dried over MgSO4 and then evaporated to give a dark residue. This residue was subjected to silica gel chromatography (... The reactants are ClN1C(CCC1=O)=O (N-Chlorosuccinimide), C1(CC1)N(C(OC(C)(C)C)=O)CC1=CC(=C(C=C1)OC)OCCCOC (tert-butyl cyclopropyl[4-methoxy-3-(3-methoxypropoxy)benzyl]carbamate). Run in C(C)#N (acetonitrile). Reaction conditions: temperature 75 celsius, time 5 hour. Yields the product ClC1=C(CN(C(OC(C)(C)C)=O)C2CC2)C=C(C(=C1)OC)OCCCOC (tert-butyl [2-chloro-4-methoxy-5-(3-methoxypropoxy)benzyl]cyclopropylcarbamate). Isolated yield 80.7%. RXN SMILES: [Cl:1]N1C(=O)CCC1=O.[CH:9]1([N:12]([CH2:20][C:21]2[CH:26]=[CH:25][C:24]([O:27][CH3:28])=[C:23]([O:29][CH2:30][CH2:31][CH2:32][O:33][CH3:34])[CH:22]=2)[C:13](=[O:19])[O:14][C:15]([CH3:18])([CH3:17])[CH3:16])[CH2:11][CH2:10]1>C(#N)C>[Cl:1][C:26]1[CH:25]=[C:24]([O:27][CH3:28])[C:23]([O:29][CH2:30][CH2:31][CH2:32][O:33][CH3:34])=[CH:22][C:21]=1[CH2:20][N:12]([CH:9]1[CH2:11][CH2:10]1)[C:13](=[O:19])[O:14][C:15]([CH3:17])([CH3:18])[CH3:16]. Procedure: N-Chlorosuccinimide (110 mg) was added to a solution of tert-butyl cyclopropyl[4-methoxy-3-(3-methoxypropoxy)benzyl]carbamate (300 mg) in acetonitrile (5.0 ml) under ice cooling and the mixture was stirred at room temperature for an hour and at 75° C. for 5 hours. The reaction mixture was concentrated in vacuo and the resulted residue was purified with a NH-silica gel column chromatography (eluting solvent: n-hexane/ethyl acetate=10/1 to 3/1) to give tert-butyl [2-chloro-4-methoxy-5-(3-methoxypr...